From a dataset of the Open Reaction Database (ORD), a public repository of structured organic reaction records. describe an organic reaction: reactants, conditions, products, and yield The reactants are C(#N)C=1CN(NC1C=O)C1=NC=C(C=C1Cl)C(F)(F)F (4-cyano-5-formyl-2-(3-chloro-5-trifluoromethylpyridin-2-yl)-1H-pyrazole), C(CC(=O)O)(=O)O (malonic acid). The reagents and catalysts are N1CCCCC1 (piperidine). The solvent is N1=CC=CC=C1 (pyridine). The product is C(#N)C=1CN(NC1C=CC(=O)O)C1=NC=C(C=C1Cl)C(F)(F)F (3-[4-cyano-2-(3-chloro-5-trifluoromethylpyridin-2-yl)-1H-pyrazol-5-yl]acrylic acid). As a reaction SMILES: [C:1]([C:3]1[CH2:4][N:5]([C:10]2[C:15]([Cl:16])=[CH:14][C:13]([C:17]([F:20])([F:19])[F:18])=[CH:12][N:11]=2)[NH:6][C:7]=1[CH:8]=O)#[N:2].C(O)(=O)[CH2:22][C:23]([OH:25])=[O:24]>N1CCCCC1.N1C=CC=CC=1>[C:1]([C:3]1[CH2:4][N:5]([C:10]2[C:15]([Cl:16])=[CH:14][C:13]([C:17]([F:20])([F:19])[F:18])=[CH:12][N:11]=2)[NH:6][C:7]=1[CH:8]=[CH:22][C:23]([OH:25])=[O:24])#[N:2]. Reported procedure: A stirred solution of 0.3 grams (0.001 mole) of 4-cyano-5-formyl-2-(3-chloro-5-trifluoromethylpyridin-2-yl)-1H-pyrazole, 0.2 gram (0.002 mole) of malonic acid, two drops of piperidine, and 3 mL of pyridine was heated at reflux for about 18 hours. After this time, the reaction mixture was cooled and was concentrated under reduced pressure to a residue. The residue was stirred with excess aqueous 2N hydrochloric acid and ethyl acetate. The organic layer was separated and washed with aqueous 2N hyd... The reactants are C(C)(=O)[O-].[Ca+2].C(C)(=O)[O-] (calcium acetate), CC1=NN=C(O1)C(=O)NC(C)(C)C2=NC(=C(C(=O)N2C)O)C(=O)NCC=3C=CC(=CC3)F (Raltegravir), CCCCCCC (n-Heptane), CCCCCCC (n-heptane). The solvent is O (water), C(C)O (ethanol). Run at temperature 67.5 celsius, time 6 hour. Product: CC1=NN=C(O1)C(=O)NC(C)(C)C2=NC(=C(C(=O)N2C)O)C(=O)NCC=3C=CC(=CC3)F.[Ca] (raltegravir calcium). Yield: 90.8%. As a reaction SMILES: [CH3:1][C:2]1[O:6][C:5]([C:7]([NH:9][C:10]([C:13]2[N:19]([CH3:20])[C:17](=[O:18])[C:16]([OH:21])=[C:15]([C:22]([NH:24][CH2:25][C:26]3[CH:27]=[CH:28][C:29]([F:32])=[CH:30][CH:31]=3)=[O:23])[N:14]=2)([CH3:12])[CH3:11])=[O:8])=[N:4][N:3]=1.C([O-])(=O)C.[Ca+2:37].C([O-])(=O)C.CCCCCCC>C(O)C.O>[CH3:1][C:2]1[O:6][C:5]([C:7]([NH:9][C:10]([C:13]2[N:19]([CH3:20])[C:17](=[O:18])[C:16]([OH:21])=[C:15]([C:22]([NH:24][CH2:25][C:26]3[CH:27]=[CH:28][C:29]([F:32])=[CH:30][CH:31]=3)=[O:23])[N:14]=2)([CH3:12])[CH3:11])=[O:8])=[N:4][N:3]=1.[Ca:37] |f:1.2.3,7.8|. Procedure: Raltegravir (10 gm) was suspended in ethanol (60 ml) and then added a solution of calcium acetate (4 gm) in water (2 ml) at 25 to 30° C. The contents were heated to 65 to 70° C. and distilled off solvent completely under vacuum at 45° C. to obtain residue. To the residue was added n-heptane (50 ml) and again distilled to obtain residue. n-Heptane (100 ml) was added to the residue and stirred for 6 hours at room temperature. The solid obtained was collected by filtration and dried to obtain 9.9 g... Yields the product O=Cc1ccc2c(c1)CCC(Cc1ccc(OCc3cccc(F)c3)cc1)O2. Reactants: CC(C)(C)[O-], O=Cc1ccc2c(c1)CCC(Cc1ccc(O)cc1)O2, Fc1cccc(CBr)c1, [K+], CN(C)C=O, O. As a reaction SMILES: [CH3:21][C:22]([CH3:23])([O-:24])[CH3:25].[CH:1](=[O:2])[c:3]1[cH:4][cH:5][c:6]2[c:7]([cH:20]1)[CH2:8][CH2:9][CH:10]([CH2:12][c:13]1[cH:14][cH:15][c:16]([OH:19])[cH:17][cH:18]1)[O:11]2.[F:27][c:28]1[cH:29][c:30]([CH2:31][Br:32])[cH:33][cH:34][cH:35]1.[K+:26].[O:37]=[CH:38][N:39]([CH3:40])[CH3:41].[OH2:36]>>[CH:1](=[O:2])[c:3]1[cH:4][cH:5][c:6]2[c:7]([cH:20]1)[CH2:8][CH2:9][CH:10]([CH2:12][c:13]1[cH:14][cH:15][c:16]([O:19][CH2:31][c:30]3[cH:29][c:28]([F:27])[cH:35][cH:34][cH:33]3)[cH:17][cH:18]1)[O:11]2. The reactants are CC1=C(C=2C=CN(C2C(=C1)C)S(=O)(=O)C1=CC=C(C)C=C1)C(=O)C1=NC2=C(N1COCC[Si](C)(C)C)C=CC(=C2)C#N (2-(5,7-dimethyl-1-tosyl-1H-indole-4-carbonyl)-1-((2-(trimethylsilyl)ethoxy)methyl)-1H-benzo[d]imidazole-5-carbonitrile), CC1=C(C=2C=CN(C2C(=C1)C)S(=O)(=O)C1=CC=C(C)C=C1)C(=O)C1=NC2=C(N1COCC[Si](C)(C)C)C=C(C=C2)C#N (2-(5,7-dimethyl-1-tosyl-1H-indole-4-carbonyl)-1-((2-(trimethylsilyl)ethoxy)methyl)-1H-benzo[d]imidazole-6-carbonitrile), 64-C. Product: CC1=C(C=2C=CNC2C(=C1)C)C(=O)C1=NC2=C(N1)C=CC(=C2)C#N (2-(5,7-Dimethyl-1H-indole-4-carbonyl)-1H-benzo[d]imidazole-5-carbonitrile). RXN SMILES: [CH3:1][C:2]1[CH:10]=[C:9]([CH3:11])[C:8]2[N:7](S(C3C=CC(C)=CC=3)(=O)=O)[CH:6]=[CH:5][C:4]=2[C:3]=1[C:22]([C:24]1[N:28](COCC[Si](C)(C)C)[C:27]2[CH:37]=[CH:38][C:39]([C:41]#[N:42])=[CH:40][C:26]=2[N:25]=1)=[O:23].CC1C=C(C)C2N(S(C3C=CC(C)=CC=3)(=O)=O)C=CC=2C=1C(C1N(COCC[Si](C)(C)C)C2C=C(C#N)C=CC=2N=1)=O>>[CH3:1][C:2]1[CH:10]=[C:9]([CH3:11])[C:8]2[NH:7][CH:6]=[CH:5][C:4]=2[C:3]=1[C:22]([C:24]1[NH:28][C:27]2[CH:37]=[CH:38][C:39]([C:41]#[N:42])=[CH:40][C:26]=2[N:25]=1)=[O:23]. Procedure details: The title compound was synthesized from a mixture of 2-(5,7-dimethyl-1-tosyl-1H-indole-4-carbonyl)-1-((2-(trimethylsilyl)ethoxy)methyl)-1H-benzo[d]imidazole-5-carbonitrile and 2-(5,7-dimethyl-1-tosyl-1H-indole-4-carbonyl)-1-((2-(trimethylsilyl)ethoxy)methyl)-1H-benzo[d]imidazole-6-carbonitrile (Example 75-A) analogously to Example 64-B and 64-C. MS (ESI+) m/z 315.1 (M+H). Starting materials: N1C[C@H](CC1)/C=C/C=1C=NC=C(C1)OC1CCOCC1 ((R)-3-((E)-2-(pyrrolidin-3-yl)vinyl)-5-(tetrahydropyran-4-yloxy)pyridine), C1(=CC=C(C=C1)C(=O)[C@@]([C@@](C(=O)O)(O)C(=O)C1=CC=C(C=C1)C)(O)C(=O)O)C (di-p-toluoyl-D-tartaric acid). The solvent is C(C)O (ethanol). Reaction conditions: temperature 27.5 celsius, time 2.5 minute. Product: C1(=CC=C(C=C1)C(=O)[C@@]([C@@](C(=O)O)(O)C(=O)C1=CC=C(C=C1)C)(O)C(=O)O)C.N1C[C@H](CC1)/C=C/C=1C=NC=C(C1)OC1CCOCC1 ((R)-3-((E)-2-(pyrrolidin-3-yl)vinyl)-5-(tetrahydropyran-4-yloxy)pyridine di-p-toluoyl-D-tartrate). Yield: 72.4%. As a reaction SMILES: [NH:1]1[CH2:5][CH2:4][C@H:3](/[CH:6]=[CH:7]/[C:8]2[CH:9]=[N:10][CH:11]=[C:12]([O:14][CH:15]3[CH2:20][CH2:19][O:18][CH2:17][CH2:16]3)[CH:13]=2)[CH2:2]1.[C:21]1([CH3:48])[CH:26]=[CH:25][C:24]([C:27]([C@:29]([C:45]([OH:47])=[O:46])([OH:44])[C@:30]([C:35]([C:37]2[CH:42]=[CH:41][C:40]([CH3:43])=[CH:39][CH:38]=2)=[O:36])([OH:34])[C:31]([OH:33])=[O:32])=[O:28])=[CH:23][CH:22]=1>C(O)C>[C:21]1([CH3:48])[CH:26]=[CH:25][C:24]([C:27]([C@:29]([C:45]([OH:47])=[O:46])([OH:44])[C@:30]([C:35]([C:37]2[CH:38]=[CH:39][C:40]([CH3:43])=[CH:41][CH:42]=2)=[O:36])([OH:34])[C:31]([OH:33])=[O:32])=[O:28])=[CH:23][CH:22]=1.[NH:1]1[CH2:5][CH2:4][C@H:3](/[CH:6]=[CH:7]/[C:8]2[CH:9]=[N:10][CH:11]=[C:12]([O:14][CH:15]3[CH2:20][CH2:19][O:18][CH2:17][CH2:16]3)[CH:13]=2)[CH2:2]1 |f:3.4|. Procedure: To a stirred solution of (R)-3-((E)-2-(pyrrolidin-3-yl)vinyl)-5-(tetrahydropyran-4-yloxy)pyridine (4.0 g, 15 mmol) in ethanol (12.5 mL) solution, heated to 60° C., was added solid di-p-toluoyl-D-tartaric acid (5.3 g, 14 mmol). The solution was held at 60° C. for 2-3 min to ensure complete dissolution of the solids, then the heat source was removed and the solution was cooled to 25-30° C. over 60 min. The resulting suspension was held at 25-30° C. for 30 min, and then filtered to collect the soli... The reactants are C(C)(C)(C)OC(=O)N1CCN(CC1)C=1C(N(N=C(C1C)C1=CC(=C(C=C1)C)F)CC(C)C)=O (4-(4-tert-butoxycarbonyl-1-piperazinyl)-methyl-6-(3-fluoro-4-methylphenyl)-2-isobutyl-2H-pyridazin-3-one), FC1=CC=C(CN2N=C(C=C(C2=O)COS(=O)(=O)C)C2=CC(=C(C=C2)OC)F)C=C1 (2-(4-fluorobenzyl)-6-(3-fluoro-4-methoxyphenyl)-4-methanesulfonyloxymethyl-2H-pyridazin-3-one), N1(CCNCC1)C(=O)OC(C)(C)C (tert-butyl 1-piperazinecarboxylate). Procedure details: Following the procedure of Example 1 (10), 2-(4-fluorobenzyl)-6-(3-fluoro-4-methoxyphenyl)-4-methanesulfonyloxymethyl-2H-pyridazin-3-one and tert-butyl 1-piperazinecarboxylate were reacted to yield the title compound as a yellow oil (yield: 78.8%). RXN SMILES: [C:1]([O:5][C:6]([N:8]1[CH2:13][CH2:12][N:11]([C:14]2C(=O)N(CC(C)C)N=C(C3C=CC(C)=C(F)C=3)C=2C)[CH2:10][CH2:9]1)=[O:7])([CH3:4])([CH3:3])[CH3:2].[F:34][C:35]1[CH:63]=[CH:62][C:38]([CH2:39][N:40]2[C:45](=[O:46])[C:44](COS(C)(=O)=O)=[CH:43][C:42]([C:53]3[CH:58]=[CH:57][C:56]([O:59][CH3:60])=[C:55]([F:61])[CH:54]=3)=[N:41]2)=[CH:37][CH:36]=1.N1(C(OC(C)(C)C)=O)CCNCC1>>[C:1]([O:5][C:6]([N:8]1[CH2:13][CH2:12][N:11]([CH2:14][C:44]2[C:45](=[O:46])[N:40]([CH2:39][C:38]3[CH:62]=[CH:63][C:35]([F:34])=[CH:36][CH:37]=3)[N:41]=[C:42]([C:53]3[CH:58]=[CH:57][C:56]([O:59][CH3:60])=[C:55]([F:61])[CH:54]=3)[CH:43]=2)[CH2:10][CH2:9]1)=[O:7])([CH3:4])([CH3:3])[CH3:2]. The yield is 78.8%. Product: C(C)(C)(C)OC(=O)N1CCN(CC1)CC=1C(N(N=C(C1)C1=CC(=C(C=C1)OC)F)CC1=CC=C(C=C1)F)=O (4-(4-tert-butoxycarbonyl-1-piperazinyl)methyl-2-(4-fluorobenzyl)-6-(3-fluoro-4-methoxyphenyl)-2H-pyridazin-3-one). Starting materials: C(C)C=1C=NC(=NC1)NCCC1=C(C(=C(C=C1)OC)C)C (5-ethyl-N-[2-(4-methoxy-2,3-dimethylphenyl)ethyl]pyrimidin-2-amine), FC(OC=1C=C(CBr)C=CC1)(F)F (3-trifluoromethoxy benzyl bromide). Yields the product C(C)C=1C=NC(=NC1)N(CCC1=C(C(=C(C=C1)O)C)C)CC1=CC(=CC=C1)OC(F)(F)F (4-(2-{(5-Ethylpyrimidin-2-yl)[3-(trifluoromethoxy)benzyl]amino}ethyl)-2,3-dimethylphenol). Reaction SMILES: [CH2:1]([C:3]1[CH:4]=[N:5][C:6]([NH:9][CH2:10][CH2:11][C:12]2[CH:17]=[CH:16][C:15]([O:18]C)=[C:14]([CH3:20])[C:13]=2[CH3:21])=[N:7][CH:8]=1)[CH3:2].[F:22][C:23]([F:34])([F:33])[O:24][C:25]1[CH:26]=[C:27]([CH:30]=[CH:31][CH:32]=1)[CH2:28]Br>>[CH2:1]([C:3]1[CH:4]=[N:5][C:6]([N:9]([CH2:28][C:27]2[CH:30]=[CH:31][CH:32]=[C:25]([O:24][C:23]([F:22])([F:33])[F:34])[CH:26]=2)[CH2:10][CH2:11][C:12]2[CH:17]=[CH:16][C:15]([OH:18])=[C:14]([CH3:20])[C:13]=2[CH3:21])=[N:7][CH:8]=1)[CH3:2]. Procedure details: Similarly prepared from 5-ethyl-N-[2-(4-methoxy-2,3-dimethylphenyl)ethyl]pyrimidin-2-amine and 3-trifluoromethoxy benzyl bromide. The reactants are [OH-].[Na+] (Sodium hydroxide), aqueous solution, ClC1=CC=C(C=C1)S(=O)(=O)N1N=CC2=C1CC1CC(CC2N1S(=O)(=O)C1=CC=C(C=C1)Cl)C#N (1,10-bis[(4-chlorophenyl)sulfonyl]-4,5,6,7,8,9-hexahydro-1H-4,8-epiminocycloocta[c]pyrazole-6-carbonitrile), ClC1=CC=C(C=C1)S(=O)(=O)N1N=C2C(=C1)C1CC(CC(C2)N1S(=O)(=O)C1=CC=C(C=C1)Cl)C#N (2,10-bis[(4-chlorophenyl)sulfonyl]-4,5,6,7,8,9-hexahydro-2H-4,8-epiminocycloocta[c]pyrazole-6-carbonitrile). Run in C1CCOC1 (THF), CCOC(=O)C (EtOAc). Conditions: time 5 hour. Product: ClC1=CC=C(C=C1)S(=O)(=O)N1C2CC(CC1CC=1NN=CC12)C#N (10-[(4-Chlorophenyl)sulfonyl]-4,5,6,7,8,9-hexahydro-1H-4,8-epiminocycloocta[c]pyrazole-6-carbonitrile). Reaction SMILES: [OH-].[Na+].ClC1C=CC(S([N:13]2[C:17]3[CH2:18][CH:19]4[N:24]([S:25]([C:28]5[CH:33]=[CH:32][C:31]([Cl:34])=[CH:30][CH:29]=5)(=[O:27])=[O:26])[CH:23]([C:16]=3[CH:15]=[N:14]2)[CH2:22][CH:21]([C:35]#[N:36])[CH2:20]4)(=O)=O)=CC=1.ClC1C=CC(S(N2C=C3C4N(S(C5C=CC(Cl)=CC=5)(=O)=O)C(CC3=N2)CC(C#N)C4)(=O)=O)=CC=1>C1COCC1.CCOC(C)=O>[Cl:34][C:31]1[CH:32]=[CH:33][C:28]([S:25]([N:24]2[CH:19]3[CH2:18][C:17]4[NH:13][N:14]=[CH:15][C:16]=4[CH:23]2[CH2:22][CH:21]([C:35]#[N:36])[CH2:20]3)(=[O:27])=[O:26])=[CH:29][CH:30]=1 |f:0.1|. Procedure details: Sodium hydroxide (130 μL of a 3N aqueous solution) was added to a solution of 1,10-bis[(4-chlorophenyl)sulfonyl]-4,5,6,7,8,9-hexahydro-1H-4,8-epiminocycloocta[c]pyrazole-6-carbonitrile and 2,10-bis[(4-chlorophenyl)sulfonyl]-4,5,6,7,8,9-hexahydro-2H-4,8-epiminocycloocta[c]pyrazole-6-carbonitrile (61) (69 mg, 0.13 mmol) in THF (0.5 mL) and the resulting solution was stirred at room temperature for 5 h. The reaction mixture was diluted with EtOAc and washed with brine. The organic phase was dried (...